This data is from the Open Reaction Database (ORD), a public repository of structured organic reaction records. The task is: describe an organic reaction: reactants, conditions, products, and yield The reactants are C(CCCCC)NC(C1=C(C=CC(=C1)O)O)=O (N-n-Hexyl 2,5-dihydroxybenzamide), C1(CCC(=O)O1)=O (succinic anhydride). The solvent is C(Cl)Cl (methylene chloride). Conditions: time 24 hour. Product: C(CCCCC)NC(C1=C(C=CC(=C1)OC(CCC(=O)O)=O)O)=O (N-n-hexyl 5-(3-carboxy-propionyloxy)-2-hydroxybenzamide). Reaction SMILES: [CH2:1]([NH:7][C:8](=[O:17])[C:9]1[CH:14]=[C:13]([OH:15])[CH:12]=[CH:11][C:10]=1[OH:16])[CH2:2][CH2:3][CH2:4][CH2:5][CH3:6].[C:18]1(=[O:24])[O:23][C:21](=[O:22])[CH2:20][CH2:19]1>C(Cl)Cl>[CH2:1]([NH:7][C:8](=[O:17])[C:9]1[CH:14]=[C:13]([O:15][C:18](=[O:24])[CH2:19][CH2:20][C:21]([OH:23])=[O:22])[CH:12]=[CH:11][C:10]=1[OH:16])[CH2:2][CH2:3][CH2:4][CH2:5][CH3:6]. Procedure details: N-n-Hexyl 2,5-dihydroxybenzamide (1 g) is dissolved in 15 mL of methylene chloride. To the solution 0.75 g of succinic anhydride and 0.95 g of 4-N,N-dimethylaminopyridene is added. The reaction mixture is allowed to stir at ambient conditions over 24 hours. Solvent is removed and the residue is reconstituted in ethyl acetate and extracted twice with 1 N HCl to remove the catalyst. The organic layer is further extracted with saturated sodium chloride solution and dried over anhydrous sodium sulfa...